This data is from the Open Reaction Database (ORD), a public repository of structured organic reaction records. The task is: describe an organic reaction: reactants, conditions, products, and yield Starting materials: COC(=O)c1ccc(CBr)cc1OC, CC(C)[N+](=O)[O-], CO, C[O-], [Na+]. As a reaction SMILES: [C:10](=[O:11])([O:12][CH3:13])[c:14]1[c:15]([O:22][CH3:23])[cH:16][c:17]([CH2:18][Br:19])[cH:20][cH:21]1.[CH3:1][CH:2]([N+:3](=[O:4])[O-:5])[CH3:6].[CH3:24][OH:25].[CH3:7][O-:8].[Na+:9]>>[O:5]=[CH:18][c:17]1[cH:16][c:15]([O:22][CH3:23])[c:14]([C:10](=[O:11])[O:12][CH3:13])[cH:21][cH:20]1. The product is COC(=O)c1ccc(C=O)cc1OC. Starting materials: C(C)(=O)O[C@H]1[C@H](OC2=C(C=CC=C2)Br)SC[C@H]([C@@H]1OC(C)=O)OC(C)=O (2-bromophenyl 2,3,4-tri-O-acetyl-5-thio-β-D-xylopyranoside), IV, N1=CC=C(C=C1)B(O)O (4-pyridineboronic acid). The product is C(C)(=O)O[C@H]1[C@H](OC2=C(C=CC=C2)C2=CC=NC=C2)SC[C@H]([C@@H]1OC(C)=O)OC(C)=O (2-(4-Pyridinyl)phenyl 2,3,4-tri-O-acetyl-5-thio-β-D-xylopyranoside). Yield: 65.0%. RXN SMILES: [C:1]([O:4][C@@H:5]1[C@@H:18]([O:19][C:20](=[O:22])[CH3:21])[C@H:17]([O:23][C:24](=[O:26])[CH3:25])[CH2:16][S:15][C@H:6]1[O:7][C:8]1[CH:13]=[CH:12][CH:11]=[CH:10][C:9]=1Br)(=[O:3])[CH3:2].[N:27]1[CH:32]=[CH:31][C:30](B(O)O)=[CH:29][CH:28]=1>>[C:1]([O:4][C@@H:5]1[C@@H:18]([O:19][C:20](=[O:22])[CH3:21])[C@H:17]([O:23][C:24](=[O:26])[CH3:25])[CH2:16][S:15][C@H:6]1[O:7][C:8]1[CH:13]=[CH:12][CH:11]=[CH:10][C:9]=1[C:30]1[CH:31]=[CH:32][N:27]=[CH:28][CH:29]=1)(=[O:3])[CH3:2]. Reported procedure: By carrying out the operation analogously to example 1, starting from 2-bromophenyl 2,3,4-tri-O-acetyl-5-thio-β-D-xylopyranoside, obtained according to preparation IV, and 4-pyridineboronic acid, the expected product is obtained in the form of a white powder with a yield of 65%. As a reaction SMILES: [F:1][C:2]1[C:7]([OH:8])=[CH:6][CH:5]=[C:4]([F:9])[C:3]=1[NH:10][C:11](=O)[C:12]1[C:17]([F:18])=[CH:16][CH:15]=[C:14]([C:19]2[CH:24]=[CH:23][CH:22]=[C:21]([F:25])[CH:20]=2)[C:13]=1[F:26]>C1COCC1>[F:26][C:13]1[C:14]([C:19]2[CH:24]=[CH:23][CH:22]=[C:21]([F:25])[CH:20]=2)=[CH:15][CH:16]=[C:17]([F:18])[C:12]=1[CH2:11][NH:10][C:3]1[C:2]([F:1])=[C:7]([OH:8])[CH:6]=[CH:5][C:4]=1[F:9]. Yield: 83.0%. Starting materials: FC1=C(C(=CC=C1O)F)NC(C1=C(C(=CC=C1F)C1=CC(=CC=C1)F)F)=O (N-(2,6-difluoro-3-hydroxy-phenyl)-2,6-difluoro-3-(3-fluorophenyl)benzamide). The solvent is C1CCOC1 (THF), C1CCOC1 (THF). Procedure details: To a solution of N-(2,6-difluoro-3-hydroxy-phenyl)-2,6-difluoro-3-(3-fluorophenyl)benzamide (500 mg, 1.32 mmol, 1.0 eq) in THF (10 mL) under N2 was added dropwise a solution of BH3 (1M in THF, 7 mL, 7.0 mmol, 5.3 eq) at room temperature. The reaction mixture was heated at reflux for 4 h then cooled and the reaction was quenched by addition of 1M HCl. The aqueous layer was extracted with EtOAc and the organic extract was washed with water and brine, dried (Na2SO4), filtered and evaporated in vacu... Product: FC1=C(C(=CC=C1C1=CC(=CC=C1)F)F)CNC=1C(=C(C=CC1F)O)F (3-[[2,6-Difluoro-3-(3-fluorophenyl)phenyl]methylamino]-2,4-difluoro-phenol). The reactants are ClC1=CC=C2C(=C1)NC1=C2OC2=C(N(C1=O)C)C=CC=C2 (3-chloro-7-methyl-7H-indolo[3,2-b][1,5]benzoxazepine-6(5H)-one), P(Cl)(Cl)(Cl)(Cl)Cl (phosphorous pentachloride), C(C)NCC (diethylamine). Product: ClC=1C=CC=2C(C1)=NC=1C2OC2=C(N(C1N(CC)CC)C)C=CC=C2 (3-chloro-6(diethylamino)-7-methyl-7H-indolo[3,2-b][1,5]benzoxazepine). As a reaction SMILES: [Cl:1][C:2]1[CH:7]=[C:6]2[NH:8][C:9]3[C:15](=O)[N:14]([CH3:17])[C:13]4[CH:18]=[CH:19][CH:20]=[CH:21][C:12]=4[O:11][C:10]=3[C:5]2=[CH:4][CH:3]=1.P(Cl)(Cl)(Cl)(Cl)Cl.[CH2:28]([NH:30][CH2:31][CH3:32])[CH3:29]>>[Cl:1][C:2]1[CH:3]=[CH:4][C:5]2[C:6](=[N:8][C:9]3[C:10]=2[O:11][C:12]2[CH:21]=[CH:20][CH:19]=[CH:18][C:13]=2[N:14]([CH3:17])[C:15]=3[N:30]([CH2:31][CH3:32])[CH2:28][CH3:29])[CH:7]=1. Procedure details: In the same way as described in example 1, 3-chloro-7-methyl-7H-indolo[3,2-b][1,5]benzoxazepine-6(5H)-one, phosphorous pentachloride and diethylamine were reacted and the solid product recrystallized from methanol for analysis, mp. 127°-8°. Starting materials: ClC1=C(C=CC=C1)C1=C(C=NO1)C(=O)O (5-(2-chlorophenyl)isoxazole-4-carboxylic acid), Cl.C1(=CC=CC=C1)S(=O)(=O)C1CNCC1 (3-(benzenesulfonyl)pyrrolidine hydrochloride). The product is ClC1=C(C=CC=C1)C1=C(C=NO1)C(=O)N1CC(CC1)S(=O)(=O)C1=CC=CC=C1 (5-(2-Chlorophenyl)-4-{[3-(phenylsulfonyl)pyrrolidin-1-yl]carbonyl}isoxazole), solid. Reaction SMILES: [Cl:1][C:2]1[CH:7]=[CH:6][CH:5]=[CH:4][C:3]=1[C:8]1[O:12][N:11]=[CH:10][C:9]=1[C:13]([OH:15])=O.Cl.[C:17]1([S:23]([CH:26]2[CH2:30][CH2:29][NH:28][CH2:27]2)(=[O:25])=[O:24])[CH:22]=[CH:21][CH:20]=[CH:19][CH:18]=1>>[Cl:1][C:2]1[CH:7]=[CH:6][CH:5]=[CH:4][C:3]=1[C:8]1[O:12][N:11]=[CH:10][C:9]=1[C:13]([N:28]1[CH2:29][CH2:30][CH:26]([S:23]([C:17]2[CH:18]=[CH:19][CH:20]=[CH:21][CH:22]=2)(=[O:25])=[O:24])[CH2:27]1)=[O:15] |f:1.2|. Procedure details: The title compound was prepared from 5-(2-chlorophenyl)isoxazole-4-carboxylic acid (11.2 mg, 0.050 mmol) and 3-(benzenesulfonyl)pyrrolidine hydrochloride (12.7 mg, 0.051 mmol) as described in synthetic method C and thereafter purified by preparative HPLC method B to give a solid (13.5 mg). Calcd for C20H17ClN2O4 S: 416.0598, found 416.0591. Reactants: NC1[C@@H]2N(C(=C(CS2)CSC2=NN=NN2CCC(=O)O)C(=O)O)C1=O (7-Amino-3-[1-(2-carboxyethyl)-1H-tetrazol-5-yl]thiomethyl-3-cephem-4-carboxylic acid), C(C#C)ON=C(C(=O)O)C=1N=C(SC1)NC(C(F)(F)F)=O (2-(2-propynyloxyimino)-2-[2-(2,2,2-trifluoroacetamido)thiazol-4-yl]acetic acid), C[N+](=CCl)C.[Cl-] (Vilsmeier reagent), P(=O)(Cl)(Cl)Cl (phosphorus oxychloride). The solvent is CN(C=O)C (dimethylformamide). Yields the product C(C#C)ON=C(C(=O)NC1[C@@H]2N(C(=C(CS2)CSC2=NN=NN2CCC(=O)O)C(=O)O)C1=O)C=1N=C(SC1)NC(C(F)(F)F)=O (7-[2-(2-propynyloxyimino)-2-{2-(2,2,2-trifluoroacetamido)thiazol-4-yl}acetamido]-3-[1-(2-carboxyethyl)-1H-tetrazol-5-yl]thiomethyl-3-cephem-4-carboxylic acid). Yield: 87.1%. Reaction SMILES: [NH2:1][CH:2]1[C:24](=[O:25])[N:4]2[C:5]([C:21]([OH:23])=[O:22])=[C:6]([CH2:9][S:10][C:11]3[N:15]([CH2:16][CH2:17][C:18]([OH:20])=[O:19])[N:14]=[N:13][N:12]=3)[CH2:7][S:8][C@H:3]12.[CH2:26]([O:29][N:30]=[C:31]([C:35]1[N:36]=[C:37]([NH:40][C:41](=[O:46])[C:42]([F:45])([F:44])[F:43])[S:38][CH:39]=1)[C:32](O)=[O:33])[C:27]#[CH:28].C[N+](C)=CCl.[Cl-].P(Cl)(Cl)(Cl)=O>CN(C)C=O>[CH2:26]([O:29][N:30]=[C:31]([C:35]1[N:36]=[C:37]([NH:40][C:41](=[O:46])[C:42]([F:45])([F:43])[F:44])[S:38][CH:39]=1)[C:32]([NH:1][CH:2]1[C:24](=[O:25])[N:4]2[C:5]([C:21]([OH:23])=[O:22])=[C:6]([CH2:9][S:10][C:11]3[N:15]([CH2:16][CH2:17][C:18]([OH:20])=[O:19])[N:14]=[N:13][N:12]=3)[CH2:7][S:8][C@H:3]12)=[O:33])[C:27]#[CH:28] |f:2.3|. Reported procedure: 7-Amino-3-[1-(2-carboxyethyl)-1H-tetrazol-5-yl]thiomethyl-3-cephem-4-carboxylic acid (1.93 g) and 2-(2-propynyloxyimino)-2-[2-(2,2,2-trifluoroacetamido)thiazol-4-yl]acetic acid (syn isomer) (1.61 g) were reacted in the presence of Vilsmeier reagent prepared from dimethylformamide and phosphorus oxychloride to give 7-[2-(2-propynyloxyimino)-2-{2-(2,2,2-trifluoroacetamido)thiazol-4-yl}acetamido]-3-[1-(2-carboxyethyl)-1H-tetrazol-5-yl]thiomethyl-3-cephem-4-carboxylic acid (syn isomer) (3.0 g).